From a dataset of the Open Reaction Database (ORD), a public repository of structured organic reaction records. describe an organic reaction: reactants, conditions, products, and yield Reactants: stannous chloride dihydrate, CN(S(=O)(=O)C1=C(C=CC(=C1)[N+](=O)[O-])Cl)C (N,N-dimethyl-2-chloro-5-nitrobenzenesulfonamide). Run in Cl (hydrochloric acid). Run at temperature 10 celsius, time 2 hour. Product: CN(S(=O)(=O)C1=C(C=CC(=C1)N)Cl)C (N,N,-dimethyl-5-amino-2-chlorobenzenesulfonamide). Yield: 49.6%. Reaction SMILES: [CH3:1][N:2]([CH3:16])[S:3]([C:6]1[CH:11]=[C:10]([N+:12]([O-])=O)[CH:9]=[CH:8][C:7]=1[Cl:15])(=[O:5])=[O:4]>Cl>[CH3:1][N:2]([CH3:16])[S:3]([C:6]1[CH:11]=[C:10]([NH2:12])[CH:9]=[CH:8][C:7]=1[Cl:15])(=[O:5])=[O:4]. Reported procedure: A mixture of 200 g of stannous chloride dihydrate and 250 ml of concentrated hydrochloric acid was cooled to 10° C. To the stirred mixture was added 50 g of N,N-dimethyl-2-chloro-5-nitrobenzenesulfonamide (Example A-2 above) in portions maintaining the temperature of 10° C. After removing the cooling bath, the reaction temperature rose to 55° C. and was held for two hours. The reaction mixture was cooled and filtered to remove the complex of the product with stannic chloride. The product was tre... Starting materials: [OH-].[Na+] (sodium hydroxide), C(C)OC(C(=O)OCC)CC1=CC(=C(C=C1)OCCC1=CC=C(C=C1)OS(=O)(=O)C)C (Ethyl 2-ethoxy-3-[3-methyl-4-(2-{4-[(methylsulfonyl)oxy]phenyl}ethoxy)phenyl]propanoate), O (Water). Run in C1CCOC1 (THF). Product: C(C)OC(C(=O)O)CC1=CC(=C(C=C1)OCCC1=CC=C(C=C1)O)C (2-Ethoxy-3-{4-[2-(4-hydroxyphenyl)ethoxy]-3-methylphenyl}propanoic acid). The yield is 10.6%. Reaction SMILES: [CH2:1]([O:3][CH:4]([CH2:10][C:11]1[CH:16]=[CH:15][C:14]([O:17][CH2:18][CH2:19][C:20]2[CH:25]=[CH:24][C:23]([O:26]S(C)(=O)=O)=[CH:22][CH:21]=2)=[C:13]([CH3:31])[CH:12]=1)[C:5]([O:7]CC)=[O:6])[CH3:2].[OH-].[Na+].O>C1COCC1>[CH2:1]([O:3][CH:4]([CH2:10][C:11]1[CH:16]=[CH:15][C:14]([O:17][CH2:18][CH2:19][C:20]2[CH:25]=[CH:24][C:23]([OH:26])=[CH:22][CH:21]=2)=[C:13]([CH3:31])[CH:12]=1)[C:5]([OH:7])=[O:6])[CH3:2] |f:1.2|. Procedure: Ethyl 2-ethoxy-3-[3-methyl-4-(2-{4-[(methylsulfonyl)oxy]phenyl}ethoxy)phenyl]propanoate (0.150 g; 0.330 mmole) was dissolved in THF. 5M sodium hydroxide (10 eqv) was added and the reaction mixture was stirred over night. Water was added and the THF evaporated. The remaining water was acidified with diluted hydrochloric acid and extracted with ethyl acetate. The organic phase was dried with magnesium sulfate. Purification of the crude product with preparative HPLC (Kromasil C8, 7 μm, 50×250 mm) u... Starting materials: O=C([O-])[O-], Cc1ccccc1, OB(O)c1cc(C(F)(F)F)cc(C(F)(F)F)c1, [K+], [K+], Cc1c(Br)cnc(N)c1C#N, O, c1ccc(P(c2ccccc2)(c2ccccc2)[Pd](P(c2ccccc2)(c2ccccc2)c2ccccc2)(P(c2ccccc2)(c2ccccc2)c2ccccc2)P(c2ccccc2)(c2ccccc2)c2ccccc2)cc1. The product is Cc1c(-c2cc(C(F)(F)F)cc(C(F)(F)F)c2)cnc(N)c1C#N. As a reaction SMILES: [C:29](=[O:30])([O-:31])[O-:32].[CH3:36][c:37]1[cH:38][cH:39][cH:40][cH:41][cH:42]1.[F:12][C:13]([c:14]1[cH:15][c:16]([B:24]([OH:25])[OH:26])[cH:17][c:18]([C:20]([F:21])([F:22])[F:23])[cH:19]1)([F:27])[F:28].[K+:33].[K+:34].[NH2:1][c:2]1[n:3][cH:4][c:5]([Br:11])[c:6]([CH3:10])[c:7]1[C:8]#[N:9].[OH2:35].[cH:43]1[cH:44][cH:45][c:46]([P:47]([Pd:48]([P:49]([c:50]2[cH:51][cH:52][cH:53][cH:54][cH:55]2)([c:56]2[cH:57][cH:58][cH:59][cH:60][cH:61]2)[c:62]2[cH:63][cH:64][cH:65][cH:66][cH:67]2)([P:68]([c:69]2[cH:70][cH:71][cH:72][cH:73][cH:74]2)([c:75]2[cH:76][cH:77][cH:78][cH:79][cH:80]2)[c:81]2[cH:82][cH:83][cH:84][cH:85][cH:86]2)[P:87]([c:88]2[cH:89][cH:90][cH:91][cH:92][cH:93]2)([c:94]2[cH:95][cH:96][cH:97][cH:98][cH:99]2)[c:100]2[cH:101][cH:102][cH:103][cH:104][cH:105]2)([c:106]2[cH:107][cH:108][cH:109][cH:110][cH:111]2)[c:112]2[cH:113][cH:114][cH:115][cH:116][cH:117]2)[cH:118][cH:119]1>>[NH2:1][c:2]1[n:3][cH:4][c:5](-[c:16]2[cH:15][c:14]([C:13]([F:12])([F:27])[F:28])[cH:19][c:18]([C:20]([F:21])([F:22])[F:23])[cH:17]2)[c:6]([CH3:10])[c:7]1[C:8]#[N:9]. Starting materials: Cl.N12C[C@@H](C(CC1)CC2)NC(=O)C=2SC1=C(C2)C=CC=C1C=1C=C(C(=O)O)C=CC1 (3-(2-{[(3R)-1-Azabicyclo[2.2.2]oct-3-ylamino]carbonyl}-1-benzothien-7-yl)-benzoic acid hydrochloride), CN1CCNCC1 (N-methylpiperazine). The product is Cl.Cl.N12C[C@@H](C(CC1)CC2)NC(=O)C=2SC1=C(C2)C=CC=C1C1=CC(=CC=C1)C(=O)N1CCN(CC1)C (N-[(3R)-1-Azabicyclo[2.2.2]oct-3-yl]-7-{3-[(4-methyl-1-piperazinyl)carbonyl]-phenyl}-1-benzothiophene-2-carboxamide dihydrochloride). Reaction SMILES: [ClH:1].[N:2]12[CH2:9][CH2:8][CH:5]([CH2:6][CH2:7]1)[C@@H:4]([NH:10][C:11]([C:13]1[S:14][C:15]3[C:21]([C:22]4[CH:23]=[C:24]([CH:28]=[CH:29][CH:30]=4)[C:25](O)=[O:26])=[CH:20][CH:19]=[CH:18][C:16]=3[CH:17]=1)=[O:12])[CH2:3]2.[CH3:31][N:32]1[CH2:37][CH2:36][NH:35][CH2:34][CH2:33]1>>[ClH:1].[ClH:1].[N:2]12[CH2:7][CH2:6][CH:5]([CH2:8][CH2:9]1)[C@@H:4]([NH:10][C:11]([C:13]1[S:14][C:15]3[C:21]([C:22]4[CH:30]=[CH:29][CH:28]=[C:24]([C:25]([N:35]5[CH2:36][CH2:37][N:32]([CH3:31])[CH2:33][CH2:34]5)=[O:26])[CH:23]=4)=[CH:20][CH:19]=[CH:18][C:16]=3[CH:17]=1)=[O:12])[CH2:3]2 |f:0.1,3.4.5|. Reported procedure: 50 mg (0.11 mmol) of 3-(2-{[(3R)-1-azabicyclo[2.2.2]oct-3-ylamino]carbonyl}-1-benzothien-7-yl)benzoic acid hydrochloride (Example 75) and 22.6 mg (0.23 mmol) of N-methylpiperazine are reacted together by general method E. 4.2 mg (6.6% of theory) of the title compound are obtained. Reactants: FC(C(=O)OC=1CCN(CC1)C(=O)OC(C)(C)C)(F)F (tert-butyl 4-[(trifluoroacetyl)oxy]-3,6-dihydropyridine-1(2H)-carboxylate), FC1=CC=C(C=C1)B(O)O (4-fluorophenylboronic acid), [F-].[Cs+] (CsF). The reagents and catalysts are C=1C=CC(=CC1)[P](C=2C=CC=CC2)(C=3C=CC=CC3)[Pd]([P](C=4C=CC=CC4)(C=5C=CC=CC5)C=6C=CC=CC6)([P](C=7C=CC=CC7)(C=8C=CC=CC8)C=9C=CC=CC9)[P](C=1C=CC=CC1)(C=1C=CC=CC1)C=1C=CC=CC1 (tetrakis(triphenylphosphine)palladium(0)). Solvent: COCCOC (1,2-dimethoxyethane), CO (methanol). Conditions: time 8 hour. Product: FC1=CC=C(C=C1)C=1CCN(CC1)C(=O)OC(C)(C)C (tert-butyl 4-(4-fluorophenyl)-3,6-dihydropyridine-1(2H)-carboxylate). The yield is 78.1%. Reaction SMILES: FC(F)(F)C(O[C:6]1[CH2:7][CH2:8][N:9]([C:12]([O:14][C:15]([CH3:18])([CH3:17])[CH3:16])=[O:13])[CH2:10][CH:11]=1)=O.[F:21][C:22]1[CH:27]=[CH:26][C:25](B(O)O)=[CH:24][CH:23]=1.[F-].[Cs+]>COCCOC.CO.C1C=CC([P]([Pd]([P](C2C=CC=CC=2)(C2C=CC=CC=2)C2C=CC=CC=2)([P](C2C=CC=CC=2)(C2C=CC=CC=2)C2C=CC=CC=2)[P](C2C=CC=CC=2)(C2C=CC=CC=2)C2C=CC=CC=2)(C2C=CC=CC=2)C2C=CC=CC=2)=CC=1>[F:21][C:22]1[CH:27]=[CH:26][C:25]([C:6]2[CH2:7][CH2:8][N:9]([C:12]([O:14][C:15]([CH3:16])([CH3:17])[CH3:18])=[O:13])[CH2:10][CH:11]=2)=[CH:24][CH:23]=1 |f:2.3,^1:44,46,65,84|. Procedure: A solution of Example 6A (4.0 g, 12 mmol) and 4-fluorophenylboronic acid (1.68 g, 12 mmol) in 1,2-dimethoxyethane (100 mL) and methanol (50 mL) was treated with tetrakis(triphenylphosphine)palladium(0) (0.416 g, 0.36 mmol) and CsF (3.64 g, 24 mmol), heated to reflux, and stirred overnight. The reaction was concentrated and the concentrate was dissolved in ethyl acetate (100 mL) and water (50 mL). The aqueous layer was extracted with ethyl acetate (2×50 mL) and the combined extracts were washed w...